Dataset: the Open Reaction Database (ORD), a public repository of structured organic reaction records. Task: describe an organic reaction: reactants, conditions, products, and yield The reactants are CC(=O)c1ccc2c(c1)C(C)(C)CCC2(C)C, [O-]Cl, [Na+], [Na+], C1COCCO1, [OH-]. Yields the product CC1(C)CCC(C)(C)c2cc(C(=O)O)ccc21. As a reaction SMILES: [CH3:1][C:2]1([CH3:17])[c:3]2[cH:4][cH:5][c:6]([C:14]([CH3:15])=[O:16])[cH:7][c:8]2[C:9]([CH3:12])([CH3:13])[CH2:10][CH2:11]1.[Cl:18][O-:19].[Na+:20].[Na+:22].[O:23]1[CH2:24][CH2:25][O:26][CH2:27][CH2:28]1.[OH-:21]>>[CH3:1][C:2]1([CH3:17])[c:3]2[cH:4][cH:5][c:6]([C:14]([OH:16])=[O:21])[cH:7][c:8]2[C:9]([CH3:12])([CH3:13])[CH2:10][CH2:11]1.